From a dataset of the Open Reaction Database (ORD), a public repository of structured organic reaction records. describe an organic reaction: reactants, conditions, products, and yield Reactants: ice water, solution, B(Cl)(Cl)Cl (boron trichloride), ClC1=CC=C(C=C1)C=1N=C(OC1)COCC (4-(4-chlorophenyl)-2-ethoxymethyl-oxazole). Run in ClCCl (dichloromethane), ClCCl (dichloromethane). Conditions: time 2 hour. Product: ClC1=CC=C(C=C1)C=1N=C(OC1)CO (4-(4-chlorophenyl)-2-oxazolemethanol). Isolated yield 82.8%. RXN SMILES: B(Cl)(Cl)Cl.[Cl:5][C:6]1[CH:11]=[CH:10][C:9]([C:12]2[N:13]=[C:14]([CH2:17][O:18]CC)[O:15][CH:16]=2)=[CH:8][CH:7]=1>ClCCl>[Cl:5][C:6]1[CH:7]=[CH:8][C:9]([C:12]2[N:13]=[C:14]([CH2:17][OH:18])[O:15][CH:16]=2)=[CH:10][CH:11]=1. Reported procedure: 181 ml of a 1M solution of boron trichloride in dichloromethane was added dropwise to a stirred solution of 21.5 g (90.5 mmol) of 4-(4-chlorophenyl)-2-ethoxymethyl-oxazole in 100 ml of dichloromethane. The temperature of the mixture was held below 10° C. during the addition by cooling with ice. After completion of the addition the mixture was stirred at room temperature for 2 hours and then poured on to 500 ml of ice/water. The dichloromethane phase was separated and the aqueous phase was extrac... Reactants: C[Si](C1=CC(=CO1)C=O)(C)C (5-trimethylsilyl-3-furaldehyde), B(F)(F)F.CCOCC (boron trifloride etherate), CC(=CO[Si](C)(C)C)C=C (2-methyl-l-trimethylsilyloxy-1,3-butadiene). Solvent: C(Cl)Cl (methylene chloride). Conditions: time 18 hour. Product: OC(CC=C(C=O)C)C=1C=C(OC1)[Si](C)(C)C (5-Hydroxy-2-methyl-5-(2-trimethylsilylfuran-4-yl)-2-pentenal). Reaction SMILES: [CH3:1][Si:2]([CH3:11])([CH3:10])[C:3]1[O:7][CH:6]=[C:5]([CH:8]=[O:9])[CH:4]=1.B(F)(F)F.CCOCC.[CH3:21][C:22]([CH:29]=[CH2:30])=[CH:23][O:24][Si](C)(C)C>C(Cl)Cl>[OH:9][CH:8]([C:5]1[CH:4]=[C:3]([Si:2]([CH3:11])([CH3:10])[CH3:1])[O:7][CH:6]=1)[CH2:30][CH:29]=[C:22]([CH3:21])[CH:23]=[O:24] |f:1.2|. Procedure: To a stirred solution of 5-trimethylsilyl-3-furaldehyde (0.382 g., 2.27 mmol) in dry methylene chloride (15 ml) at -50° under argon was added dropwise boron trifloride etherate (0.28 ml, 2.3 mmol). This addition was followed by the dropwise addition of 2-methyl-l-trimethylsilyloxy-1,3-butadiene (0.356 g., 2.3 mmol). The solution was stirred at -50° to -60° for 18 hours, quenched by the addition of several ml saturated sodium bicarbonate solution, warmed to room temperature and poured into methyl...